From a dataset of the Open Reaction Database (ORD), a public repository of structured organic reaction records. describe an organic reaction: reactants, conditions, products, and yield Starting materials: ClC(Cl)Cl, O, Cc1ccc(-c2ccc3c(c2)C=C(C(=O)Nc2ccc(CO)cc2)CCO3)cc1, O=S(Cl)Cl, c1ccncc1. Product: Cc1ccc(-c2ccc3c(c2)C=C(C(=O)Nc2ccc(CCl)cc2)CCO3)cc1. RXN SMILES: [CH:40]([Cl:41])([Cl:42])[Cl:43].[OH2:44].[OH:1][CH2:2][c:3]1[cH:4][cH:5][c:6]([NH:9][C:10](=[O:11])[C:12]2=[CH:18][c:17]3[c:16]([cH:22][cH:21][c:20](-[c:23]4[cH:24][cH:25][c:26]([CH3:29])[cH:27][cH:28]4)[cH:19]3)[O:15][CH2:14][CH2:13]2)[cH:7][cH:8]1.[S:36]([Cl:37])([Cl:38])=[O:39].[cH:30]1[cH:31][cH:32][n:33][cH:34][cH:35]1>>[CH2:2]([c:3]1[cH:4][cH:5][c:6]([NH:9][C:10](=[O:11])[C:12]2=[CH:18][c:17]3[c:16]([cH:22][cH:21][c:20](-[c:23]4[cH:24][cH:25][c:26]([CH3:29])[cH:27][cH:28]4)[cH:19]3)[O:15][CH2:14][CH2:13]2)[cH:7][cH:8]1)[Cl:38]. Starting materials: CC1=CC=CC=2C(C3=C(C=CC21)C=CC=C3)(O)CCCN(C)C (1-methyl-5-(3-dimethylaminopropyl)-5-hydroxy-5H-dibenzo[a,d]cycloheptene), C1=CC=CC=C1 (benzene), ClC(=O)OCC (ethyl chloroformate), C1=CC=CC=C1 (benzene). Conditions: temperature 20 celsius, time 20 hour. The product is CC1=CC=CC=2C(C3=C(C=CC21)C=CC=C3)(O)CCCNC(=O)OCCC (1-methyl-5-(3-methylcarbethoxyaminopropyl)-5-hydroxy-5H-dibenzo[a,d]cycloheptene). RXN SMILES: [CH3:1][C:2]1[C:12]2[CH:11]=[CH:10][C:9]3[CH:13]=[CH:14][CH:15]=[CH:16][C:8]=3[C:7]([CH2:18][CH2:19][CH2:20][N:21](C)C)([OH:17])[C:6]=2[CH:5]=[CH:4][CH:3]=1.Cl[C:25]([O:27][CH2:28][CH3:29])=[O:26].[CH:30]1C=CC=CC=1>>[CH3:1][C:2]1[C:12]2[CH:11]=[CH:10][C:9]3[CH:13]=[CH:14][CH:15]=[CH:16][C:8]=3[C:7]([CH2:18][CH2:19][CH2:20][NH:21][C:25]([O:27][CH2:28][CH2:29][CH3:30])=[O:26])([OH:17])[C:6]=2[CH:5]=[CH:4][CH:3]=1. Procedure details: A solution containing 30 g. of 1-methyl-5-(3-dimethylaminopropyl)-5-hydroxy-5H-dibenzo[a,d]cycloheptene in 100 ml. of dry benzene is added dropwise with stirring at 20° C. to a mixture of 31.8 g. of ethyl chloroformate in 100 ml. of dry benzene. Subsequently, the mixture is vigorously boiled under reflux conditions for 20 hours. After cooling, the benzene solution is washed with water, dilute hydrochloric acid and once again with water, dried over sodium sulfate and evaporated. The 1-methyl-5-(3... Starting materials: C1CCNCC1, CC(C)O, CC(=O)CC(C)=O, O=CO, CS(=O)(=O)c1c(Cl)cc(C=O)cc1Cl. The product is CC(=O)C(=Cc1cc(Cl)c(S(C)(=O)=O)c(Cl)c1)C(C)=O. Reaction SMILES: [CH2:26]1[CH2:27][CH2:28][NH:29][CH2:30][CH2:31]1.[CH3:15][CH:16]([OH:17])[CH3:18].[CH3:19][C:20]([CH2:21][C:22]([CH3:23])=[O:24])=[O:25].[CH:32]([OH:33])=[O:34].[Cl:1][c:2]1[cH:3][c:4]([CH:5]=[O:6])[cH:7][c:8]([Cl:14])[c:9]1[S:10](=[O:11])(=[O:12])[CH3:13]>>[Cl:1][c:2]1[cH:3][c:4]([CH:5]=[C:21]([C:20]([CH3:19])=[O:25])[C:22]([CH3:23])=[O:24])[cH:7][c:8]([Cl:14])[c:9]1[S:10](=[O:11])(=[O:12])[CH3:13]. Reactants: [Al+3], CC(=O)N1CCCC(Oc2ccc3[nH]ncc3c2C)C1, [H-], [H-], [H-], [H-], [Li+], [Na+], C1CCOC1, [OH-], O. Product: CCN1CCCC(Oc2ccc3[nH]ncc3c2C)C1. As a reaction SMILES: [Al+3:22].[C:1]([CH3:2])(=[O:3])[N:4]1[CH2:5][CH:6]([O:10][c:11]2[c:12]([CH3:20])[c:13]3[cH:14][n:15][nH:16][c:17]3[cH:18][cH:19]2)[CH2:7][CH2:8][CH2:9]1.[H-:21].[H-:24].[H-:25].[H-:26].[Li+:23].[Na+:33].[O:27]1[CH2:28][CH2:29][CH2:30][CH2:31]1.[OH-:32].[OH2:34]>>[CH2:1]([CH3:2])[N:4]1[CH2:5][CH:6]([O:10][c:11]2[c:12]([CH3:20])[c:13]3[cH:14][n:15][nH:16][c:17]3[cH:18][cH:19]2)[CH2:7][CH2:8][CH2:9]1. Reactants: O=C([O-])O, CC[SiH](CC)CC, ClCCl, [Na+], O=C(O)C(F)(F)F, C(=C1SCCCS1)c1ccc2c(cnn2-c2ccccc2)c1. Yields the product c1ccc(-n2ncc3cc(CC4SCCCS4)ccc32)cc1. Reaction SMILES: [C:37](=[O:38])([OH:39])[O-:40].[CH2:23]([SiH:24]([CH2:25][CH3:26])[CH2:27][CH3:28])[CH3:29].[Cl:42][CH2:43][Cl:44].[Na+:41].[OH:30][C:31]([C:32]([F:33])([F:34])[F:35])=[O:36].[S:1]1[C:2](=[CH:7][c:8]2[cH:9][c:10]3[cH:11][n:12][n:13](-[c:17]4[cH:18][cH:19][cH:20][cH:21][cH:22]4)[c:14]3[cH:15][cH:16]2)[S:3][CH2:4][CH2:5][CH2:6]1>>[S:1]1[CH:2]([CH2:7][c:8]2[cH:9][c:10]3[cH:11][n:12][n:13](-[c:17]4[cH:18][cH:19][cH:20][cH:21][cH:22]4)[c:14]3[cH:15][cH:16]2)[S:3][CH2:4][CH2:5][CH2:6]1. Reactants: resultant solution, Cl[Si@@H]1CC[C@H](CC1)C1=CC(=C(C=C1)OC(F)F)F (4-(trans-4-chloro-4-silacyclohexyl)-2-fluoro-1-difluoromethoxybenzene), C1CCOC1 (THF), resultant product. Product: FC=1C=C(C=CC1OC(F)F)[C@@H]1CC[Si@H](CC1)CCCC[C@@H]1CC[C@H](CC1)CCCCC (trans-4-(4-(trans-4-(3-fluoro-4-difluoromethoxyphenyl)-1-silacyclohexyl)butyl)-1-n-pentylcyclohexane). Yield: 89.0%. RXN SMILES: Cl[Si@H:2]1[CH2:7][CH2:6][C@H:5]([C:8]2[CH:13]=[CH:12][C:11]([O:14][CH:15]([F:17])[F:16])=[C:10]([F:18])[CH:9]=2)[CH2:4][CH2:3]1.[CH2:19]1[CH2:23]O[CH2:21][CH2:20]1>>[F:18][C:10]1[CH:9]=[C:8]([C@H:5]2[CH2:6][CH2:7][Si@H:2]([CH2:21][CH2:20][CH2:19][CH2:23][C@H:19]3[CH2:23][CH2:3][C@H:4]([CH2:5][CH2:8][CH2:9][CH2:10][CH3:11])[CH2:21][CH2:20]3)[CH2:3][CH2:4]2)[CH:13]=[CH:12][C:11]=1[O:14][CH:15]([F:17])[F:16]. Procedure: 28.9 g (0.1 mol) of trans-4-(4-bromobutyl)-1-n-pentylcyclohexane was dropped in a mixture of 2.5 g (0.11 mols) of magnesium and 300 ml of THF to obtain a Grignard reagent. The resultant solution was then dropped in a solution, in 500 ml of THF, of 29.5 g (0.1 mol) of 4-(trans-4-chloro-4-silacyclohexyl)-2-fluoro-1-difluoromethoxybenzene. The resultant product consisted of a mixture of trans and cis isomers with respect to the cyclohexane ring. The product was subjected to ordinary aftertreatments...